Task: describe an organic reaction: reactants, conditions, products, and yield. Dataset: the Open Reaction Database (ORD), a public repository of structured organic reaction records Reactants: COC(=O)CS, Cc1ccccc1, CCOC(C)=O, OC(c1ccc(F)cc1)c1ccc(F)cc1. Yields the product COC(=O)CSC(c1ccc(F)cc1)c1ccc(F)cc1. RXN SMILES: [C:1]([CH2:2][SH:3])(=[O:4])[O:5][CH3:6].[CH3:23][c:24]1[cH:25][cH:26][cH:27][cH:28][cH:29]1.[CH3:30][CH2:31][O:32][C:33](=[O:34])[CH3:35].[F:7][c:8]1[cH:9][cH:10][c:11]([CH:12]([c:13]2[cH:14][cH:15][c:16]([F:19])[cH:17][cH:18]2)[OH:20])[cH:21][cH:22]1>>[C:1]([CH2:2][S:3][CH:12]([c:11]1[cH:10][cH:9][c:8]([F:7])[cH:22][cH:21]1)[c:13]1[cH:14][cH:15][c:16]([F:19])[cH:17][cH:18]1)(=[O:4])[O:5][CH3:6]. The reactants are C(C)NCC1=CC=CC=C1 (N-Ethylbenzylamine), C(C)(C)N(CC)C(C)C (diisopropylethylamine), C(=O)(Cl)Cl (Phosgene). The solvent is C(Cl)Cl (CH2Cl2). Run at temperature 0 celsius, time 8 hour. Product: C(C1=CC=CC=C1)N(C(=O)Cl)CC (Benzyl-ethyl-carbamyl chloride). As a reaction SMILES: [CH2:1]([NH:3][CH2:4][C:5]1[CH:10]=[CH:9][CH:8]=[CH:7][CH:6]=1)[CH3:2].C(N(C(C)C)CC)(C)C.[C:20](Cl)([Cl:22])=[O:21]>C(Cl)Cl>[CH2:4]([N:3]([CH2:1][CH3:2])[C:20]([Cl:22])=[O:21])[C:5]1[CH:10]=[CH:9][CH:8]=[CH:7][CH:6]=1. Procedure details: N-Ethylbenzylamine (0.56 mL, 3.8 mmol) and diisopropylethylamine (1 mL, 5.7 mmol) were combined in CH2Cl2 (12 mL) and cooled to 0° C. Phosgene (1.9M in toluene; 2.4 mL, 4.6 mmol) was added over 5 minutes, and the reaction was stirred at room temperature overnight. The mixture was concentrated, and the residue was diluted with diethyl ether (150 mL) and washed twice with H2O. The organic layer was dried and concentrated to give the title compound. Reported procedure: The title compound is prepared according to the procedure for 3-pyridin-4-yl-5,6,7,8-tetrahydro-[1,2,4]triazolo[4,3-a]pyrimidine (example 17a) from nicotinoyl chloride hydrochloride. RXN SMILES: N1[CH:6]=[CH:5][C:4]([C:7]2[N:11]3[CH2:12][CH2:13][CH2:14][NH:15][C:10]3=[N:9][N:8]=2)=[CH:3]C=1.Cl.C(Cl)(=O)C1C=CC=[N:20][CH:19]=1>>[N:20]1[CH:19]=[CH:6][CH:5]=[C:4]([C:7]2[N:11]3[CH2:12][CH2:13][CH2:14][NH:15][C:10]3=[N:9][N:8]=2)[CH:3]=1 |f:1.2|. The reactants are N1=CC=C(C=C1)C1=NN=C2N1CCCN2 (3-pyridin-4-yl-5,6,7,8-tetrahydro-[1,2,4]triazolo[4,3-a]pyrimidine), Cl.C(C1=CN=CC=C1)(=O)Cl (nicotinoyl chloride hydrochloride). Product: N1=CC(=CC=C1)C1=NN=C2N1CCCN2 (3-Pyridin-3-yl-5,6,7,8-tetrahydro-[1,2,4]triazolo[4,3-a]pyrimidine). Reactants: S1C(=CC=C1)CC(=O)NC1[C@@H]2N(C(C(=CS2)C=O)C(=O)OC(C2=CC=CC=C2)C2=CC=CC=C2)C1=O (Benzhydryl 7-(2-thienylacetamido)-3-formyl-2-cephem-4-carboxylate), C(CO)O (ethylene glycol), O.C=1(C(=CC=CC1)S(=O)(=O)O)C (toluenesulfonic acid monohydrate). Solvent: C1=CC=CC=C1 (benzene). The product is S1C(=CC=C1)CC(=O)NC1[C@@H]2N(C(C(=CS2)C2OCCO2)C(=O)OC(C2=CC=CC=C2)C2=CC=CC=C2)C1=O (benzhydryl 7-(2-thienylacetamido)-3-(1,3-dioxolan-2yl)-2-cephem-4-carboxylate). RXN SMILES: [S:1]1[CH:5]=[CH:4][CH:3]=[C:2]1[CH2:6][C:7]([NH:9][CH:10]1[C:35](=[O:36])[N:12]2[CH:13]([C:19]([O:21][CH:22]([C:29]3[CH:34]=[CH:33][CH:32]=[CH:31][CH:30]=3)[C:23]3[CH:28]=[CH:27][CH:26]=[CH:25][CH:24]=3)=[O:20])[C:14]([CH:17]=[O:18])=[CH:15][S:16][C@H:11]12)=[O:8].[CH2:37](O)[CH2:38][OH:39].O.C1(C)C(S(O)(=O)=O)=CC=CC=1>C1C=CC=CC=1>[S:1]1[CH:5]=[CH:4][CH:3]=[C:2]1[CH2:6][C:7]([NH:9][CH:10]1[C:35](=[O:36])[N:12]2[CH:13]([C:19]([O:21][CH:22]([C:23]3[CH:24]=[CH:25][CH:26]=[CH:27][CH:28]=3)[C:29]3[CH:34]=[CH:33][CH:32]=[CH:31][CH:30]=3)=[O:20])[C:14]([CH:17]3[O:39][CH2:38][CH2:37][O:18]3)=[CH:15][S:16][C@H:11]12)=[O:8] |f:2.3|. Reported procedure: Benzhydryl 7-(2-thienylacetamido)-3-formyl-2-cephem-4-carboxylate (21.5 g., 41.5 mmol.) was combined with 11.6 ml. of ethylene glycol (0.2 mole) and toluenesulfonic acid monohydrate (0.197 g., 1.04 mmol.) in 500 ml. benzene. The mixture was refluxed for 10 hours using a Dean-Stark trap (1.5 ml. water collected), cooled, and evaporated in vacuo to dryness. The product was taken up in ethyl acetate and washed successively with sodium bicarbonate solution (2X), water (2X) and sodium chloride soluti... The reactants are CCCCOCCO, Cl, [Fe], O, O=C1c2ccccc2C(=O)c2c(NO)cccc21. Product: Nc1cccc2c1C(=O)c1ccccc1C2=O. RXN SMILES: [CH2:19]([O:20][CH2:21][CH2:22][OH:23])[CH2:24][CH2:25][CH3:26].[ClH:27].[Fe:28].[OH2:29].[OH:1][NH:2][c:3]1[cH:4][cH:5][cH:6][c:7]2[c:16]1[C:15](=[O:17])[c:14]1[c:9]([cH:10][cH:11][cH:12][cH:13]1)[C:8]2=[O:18]>>[NH2:2][c:3]1[cH:4][cH:5][cH:6][c:7]2[c:16]1[C:15](=[O:17])[c:14]1[c:9]([cH:10][cH:11][cH:12][cH:13]1)[C:8]2=[O:18]. Reactants: COC=1C=C(C(=O)O)C=C(C1C)OC (3,5-Dimethoxy-4-methylbenzoic acid), Cl.CNOC (N,O-dimethylhydroxyamine hydrochloride), C(C(=O)Cl)(=O)Cl (oxalyl chloride), acid chloride. Yields the product CON(C(C1=CC(=C(C(=C1)OC)C)OC)=O)C (N,3,5-trimethoxy-N,4-dimethylbenzamide). As a reaction SMILES: [CH3:1][O:2][C:3]1[CH:4]=[C:5]([CH:9]=[C:10]([O:13][CH3:14])[C:11]=1[CH3:12])[C:6]([OH:8])=O.C(Cl)(=O)C(Cl)=O.Cl.[CH3:22][NH:23][O:24][CH3:25]>>[CH3:25][O:24][N:23]([CH3:22])[C:6](=[O:8])[C:5]1[CH:9]=[C:10]([O:13][CH3:14])[C:11]([CH3:12])=[C:3]([O:2][CH3:1])[CH:4]=1 |f:2.3|. Procedure: 3,5-Dimethoxy-4-methylbenzoic acid was allowed to react with oxalyl chloride, and the resulting acid chloride was allowed to react with N,O-dimethylhydroxyamine hydrochloride to obtain N,3,5-trimethoxy-N,4-dimethylbenzamide. The resulting compound was allowed to react with 4-phenylbutylmagnesium chloride to obtain 1-(3,5-dimethoxy-4-methylphenyl)-5-phenylpentan-1-one. The resulting compound was allowed to react with lithium diisopropylaminez and methyl[4-(bromomethyl)phenyl]acetate in the presen... Starting materials: O=c1[nH]cc(S(=O)(=O)Cl)c2cc(Br)ccc12, C1CCOC1, CCOC(C)=O, Cl, CN(C)C=O, O, c1ccc(P(c2ccccc2)c2ccccc2)cc1. Product: O=c1[nH]cc(S)c2cc(Br)ccc12. Reaction SMILES: [Br:1][c:2]1[cH:3][c:4]2[c:5]([S:13]([Cl:14])(=[O:15])=[O:16])[cH:6][nH:7][c:8](=[O:12])[c:9]2[cH:10][cH:11]1.[CH2:38]1[O:39][CH2:40][CH2:41][CH2:42]1.[CH3:43][CH2:44][O:45][C:46](=[O:47])[CH3:48].[ClH:37].[O:49]=[CH:50][N:51]([CH3:52])[CH3:53].[OH2:36].[c:17]1([P:18]([c:19]2[cH:20][cH:21][cH:22][cH:23][cH:24]2)[c:25]2[cH:26][cH:27][cH:28][cH:29][cH:30]2)[cH:31][cH:32][cH:33][cH:34][cH:35]1>>[Br:1][c:2]1[cH:3][c:4]2[c:5]([SH:13])[cH:6][nH:7][c:8](=[O:12])[c:9]2[cH:10][cH:11]1. Reported procedure: A solution of ethyl-4-anilino-3-benzylamino-5-phenylsulphamyl-benzoate (3 g) in 1N sodium hydroxide (30 ml) was heated on a steam bath for 1 hour. The 4-anilino-3-benzylamino-5-phenylsulphamyl-benzoic acid was precipitated by addition of 4N hydrochloric acid until pH 2, and recrystallized from acetone-water and 80% ethanol in water; the melting point was 243°C. Starting materials: C(C)OC(C1=CC(=C(C(=C1)S(NC1=CC=CC=C1)(=O)=O)NC1=CC=CC=C1)NCC1=CC=CC=C1)=O (ethyl-4-anilino-3-benzylamino-5-phenylsulphamyl-benzoate). Reaction SMILES: C([O:3][C:4](=[O:36])[C:5]1[CH:10]=[C:9]([S:11](=[O:20])(=[O:19])[NH:12][C:13]2[CH:18]=[CH:17][CH:16]=[CH:15][CH:14]=2)[C:8]([NH:21][C:22]2[CH:27]=[CH:26][CH:25]=[CH:24][CH:23]=2)=[C:7]([NH:28][CH2:29][C:30]2[CH:35]=[CH:34][CH:33]=[CH:32][CH:31]=2)[CH:6]=1)C>[OH-].[Na+]>[NH:21]([C:8]1[C:9]([S:11](=[O:20])(=[O:19])[NH:12][C:13]2[CH:18]=[CH:17][CH:16]=[CH:15][CH:14]=2)=[CH:10][C:5]([C:4]([OH:36])=[O:3])=[CH:6][C:7]=1[NH:28][CH2:29][C:30]1[CH:35]=[CH:34][CH:33]=[CH:32][CH:31]=1)[C:22]1[CH:27]=[CH:26][CH:25]=[CH:24][CH:23]=1 |f:1.2|. Solvent: [OH-].[Na+] (sodium hydroxide). Yields the product N(C1=CC=CC=C1)C1=C(C=C(C(=O)O)C=C1S(NC1=CC=CC=C1)(=O)=O)NCC1=CC=CC=C1 (4-anilino-3-benzylamino-5-phenylsulphamyl-benzoic acid).